From a dataset of the Open Reaction Database (ORD), a public repository of structured organic reaction records. describe an organic reaction: reactants, conditions, products, and yield As a reaction SMILES: [CH2:11]=[O:12].[CH3:14][OH:15].[Na+:2].[OH-:1].[OH2:13].[OH:3][c:4]1[cH:5][o:6][cH:7][cH:8][c:9]1=[O:10]>>[OH:1][CH2:11][c:5]1[c:4]([OH:3])[c:9](=[O:10])[cH:8][cH:7][o:6]1. Reactants: C=O, CO, [Na+], [OH-], O, O=c1ccocc1O. Yields the product O=c1ccoc(CO)c1O. Starting materials: BrC1=CC=C(C=C1)S(=O)(=O)OC[C@H]1COC=2C(=C3C=CC(=NC3=CC2)C)O1 ([(2R)-8-methyl-2,3-dihydro[1,4]dioxino[2,3-f]quinolin-2-yl]methyl 4-bromobenzenesulfonate), Cl.Cl.ClC1=CC=C(C=C1)N1CCNCC1 (4-chlorophenylpiperazine dihydrochloride), C(C)(C)N(C(C)C)CC (N,N-diisopropylethylamine). The solvent is C([O-])(O)=O.[Na+] (sodium bicarbonate), CS(=O)C (DMSO). Run at temperature 75 celsius. Yields the product ClC1=CC=C(C=C1)N1CCN(CC1)C[C@H]1COC=2C(=C3C=CC(=NC3=CC2)C)O1 ((2S)-2-{[4-(4-chlorophenyl)piperazin-1-yl]methyl}-8-methyl-2,3-dihydro[1,4]dioxino[2,3-f]quinoline). The yield is 49.6%. RXN SMILES: BrC1C=CC(S(O[CH2:12][C@@H:13]2[O:27][C:17]3=[C:18]4[C:23](=[CH:24][CH:25]=[C:16]3[O:15][CH2:14]2)[N:22]=[C:21]([CH3:26])[CH:20]=[CH:19]4)(=O)=O)=CC=1.Cl.Cl.[Cl:30][C:31]1[CH:36]=[CH:35][C:34]([N:37]2[CH2:42][CH2:41][NH:40][CH2:39][CH2:38]2)=[CH:33][CH:32]=1.C(N(CC)C(C)C)(C)C>CS(C)=O.C(=O)(O)[O-].[Na+]>[Cl:30][C:31]1[CH:32]=[CH:33][C:34]([N:37]2[CH2:42][CH2:41][N:40]([CH2:12][C@@H:13]3[O:27][C:17]4=[C:18]5[C:23](=[CH:24][CH:25]=[C:16]4[O:15][CH2:14]3)[N:22]=[C:21]([CH3:26])[CH:20]=[CH:19]5)[CH2:39][CH2:38]2)=[CH:35][CH:36]=1 |f:1.2.3,6.7|. Procedure: To a mixture of [(2R)-8-methyl-2,3-dihydro[1,4]dioxino[2,3-f]quinolin-2-yl]methyl 4-bromobenzenesulfonate (577 mg, 1.28 mmol) and 4-chlorophenylpiperazine dihydrochloride (1.03 g, 3.81 mmol) in anhydrous DMSO (10 mL) was added N,N-diisopropylethylamine (1.33 mL, 3.81 mmol). The reaction mixture was heated at 75° C. overnight. The cooled reaction mixture was diluted with saturated aqueous sodium bicarbonate solution (50 mL) and extracted with ethyl acetate (3×50 mL). The combined organic layers w... The reactants are O=[Cr](=O)([O-])O[Cr](=O)(=O)[O-], CN(C)C=O, CC1CN(c2ccc3c4c(cccc24)C(O)C3)CCN1CCC1OCCc2cc(C(N)=O)ccc21, c1cc[nH+]cc1, c1cc[nH+]cc1. Product: CC1CN(c2ccc3c4c(cccc24)C(=O)C3)CCN1CCC1OCCc2cc(C(N)=O)ccc21. Reaction SMILES: [Cr:36]([O:37][Cr:38]([O-:39])(=[O:40])=[O:41])([O-:42])(=[O:43])=[O:44].[O:57]=[CH:58][N:59]([CH3:60])[CH3:61].[OH:1][CH:2]1[CH2:3][c:4]2[cH:5][cH:6][c:7]([N:14]3[CH2:15][CH:16]([CH3:35])[N:17]([CH2:20][CH2:21][CH:22]4[O:23][CH2:24][CH2:25][c:26]5[c:27]4[cH:28][cH:29][c:30]([C:32](=[O:33])[NH2:34])[cH:31]5)[CH2:18][CH2:19]3)[c:8]3[cH:9][cH:10][cH:11][c:12]1[c:13]23.[nH+:45]1[cH:46][cH:47][cH:48][cH:49][cH:50]1.[nH+:51]1[cH:52][cH:53][cH:54][cH:55][cH:56]1>>[O:1]=[C:2]1[CH2:3][c:4]2[cH:5][cH:6][c:7]([N:14]3[CH2:15][CH:16]([CH3:35])[N:17]([CH2:20][CH2:21][CH:22]4[O:23][CH2:24][CH2:25][c:26]5[c:27]4[cH:28][cH:29][c:30]([C:32](=[O:33])[NH2:34])[cH:31]5)[CH2:18][CH2:19]3)[c:8]3[cH:9][cH:10][cH:11][c:12]1[c:13]23. Reactants: C(C)(C)(C)OC(C[C@H](C(=O)O)CCCC1CCCCC1)=O ((2R)-2-(2-tert-butoxy-2-oxoethyl)-5-cyclohexylpentanoic acid), C(C1=CC=CC=C1)(C1=CC=CC=C1)N1CC(C1)C(N)=NO (1-benzhydryl-N′-hydroxy-3-azetidinecarboximidamide). Product: N\C(\C1CN(C1)C(C1=CC=CC=C1)C1=CC=CC=C1)=N/OC(=O)[C@@H](CC(=O)OC(C)(C)C)CCCC1CCCCC1 (tert-butyl(3R)-3-[({[(Z)-amino(1-benzhydryl-3-azetidinyl)methylidene]amino}oxy)carbonyl]-6-cyclohexylhexanoate). RXN SMILES: [C:1]([O:5][C:6](=[O:21])[CH2:7][C@@H:8]([CH2:12][CH2:13][CH2:14][CH:15]1[CH2:20][CH2:19][CH2:18][CH2:17][CH2:16]1)[C:9]([OH:11])=[O:10])([CH3:4])([CH3:3])[CH3:2].[CH:22]([N:35]1[CH2:38][CH:37]([C:39](=[N:41]O)[NH2:40])[CH2:36]1)([C:29]1[CH:34]=[CH:33][CH:32]=[CH:31][CH:30]=1)[C:23]1[CH:28]=[CH:27][CH:26]=[CH:25][CH:24]=1>>[NH2:41]/[C:39](=[N:40]\[O:10][C:9]([C@H:8]([CH2:12][CH2:13][CH2:14][CH:15]1[CH2:16][CH2:17][CH2:18][CH2:19][CH2:20]1)[CH2:7][C:6]([O:5][C:1]([CH3:4])([CH3:2])[CH3:3])=[O:21])=[O:11])/[CH:37]1[CH2:38][N:35]([CH:22]([C:23]2[CH:28]=[CH:27][CH:26]=[CH:25][CH:24]=2)[C:29]2[CH:34]=[CH:33][CH:32]=[CH:31][CH:30]=2)[CH2:36]1. Procedure details: Method as for preparation 2 using (2R)-2-(2-tert-butoxy-2-oxoethyl)-5-cyclohexylpentanoic acid (1.65 g, 5.51 mmol) and 1-benzhydryl-N′-hydroxy-3-azetidinecarboximidamide (preparation 34) (1.74 g, 6.17 mmol) as starting materials. The reactants are FC(COC1=CC=CC2=CC=CC=C12)(F)F (1-(2,2,2-trifluoroethoxy)naphthalene), C(C1=CC=CC=C1)(=O)OC(C(S(=O)(=O)[O-])(F)F)C(F)(F)F.[Na+] (sodium 2-benzoyloxy-1,1,3,3,3-pentafluoropropanesulfonate), C1CCCS1=O (tetramethylene sulfoxide), C(C)(C)OC(C)C (diisopropyl ether). Solvent: CS(=O)(=O)O.O=P12OP3(=O)OP(=O)(O1)OP(=O)(O2)O3 (Eaton's reagent), O (water), O (water). Run at time 8 hour. The product is C(C1=CC=CC=C1)(=O)OC(C(S(=O)(=O)[O-])(F)F)C(F)(F)F.FC(COC1=CC=C(C2=CC=CC=C12)[S+]1CCCC1)(F)F (4-(2,2,2-trifluoroethoxy)-1-naphthyl-tetrahydrothiophenium 2-benzoyloxy-1,1,3,3,3-pentafluoro-propane-1-sulfonate). Yield: 87.0%. RXN SMILES: [F:1][C:2]([F:16])([F:15])[CH2:3][O:4][C:5]1[C:14]2[C:9](=[CH:10][CH:11]=[CH:12][CH:13]=2)[CH:8]=[CH:7][CH:6]=1.[CH2:17]1[S:21](=O)[CH2:20][CH2:19][CH2:18]1.C(OC(C)C)(C)C.[C:30]([O:38][CH:39]([C:47]([F:50])([F:49])[F:48])[C:40]([F:46])([F:45])[S:41]([O-:44])(=[O:43])=[O:42])(=[O:37])[C:31]1[CH:36]=[CH:35][CH:34]=[CH:33][CH:32]=1.[Na+]>CS(O)(=O)=O.O=P12OP3(OP(OP(O3)(O1)=O)(=O)O2)=O.O>[C:30]([O:38][CH:39]([C:47]([F:49])([F:50])[F:48])[C:40]([F:45])([F:46])[S:41]([O-:44])(=[O:43])=[O:42])(=[O:37])[C:31]1[CH:32]=[CH:33][CH:34]=[CH:35][CH:36]=1.[F:1][C:2]([F:15])([F:16])[CH2:3][O:4][C:5]1[C:14]2[C:9](=[CH:10][CH:11]=[CH:12][CH:13]=2)[C:8]([S+:21]2[CH2:17][CH2:18][CH2:19][CH2:20]2)=[CH:7][CH:6]=1 |f:3.4,5.6,8.9|. Procedure details: In 6 g of Eaton's reagent (Aldrich, diphosphorus pentoxide/methanesulfonic acid solution) was dispersed 2.4 g (0.0107 mol) of 1-(2,2,2-trifluoroethoxy)naphthalene in Synthesis Example 1-3. With stirring, 2.2 g (0.0214 mol) of tetramethylene sulfoxide was added dropwise to the dispersion. The solution was matured overnight at room temperature and combined with 30 g of water and 30 g of diisopropyl ether, from which a water layer was separated. The water layer was again washed with 30 g of diisopr... Reactants: BrC1=CC=C(C=C1)CS(=O)(=O)C (1-bromo-4-((methylsulfonyl)methyl)benzene), CC1(OB(OC1(C)C)C1=CC=C(C=C1)B1OC(C(O1)(C)C)(C)C)C (1,4-bis(4,4,5,5-tetramethyl-1,3,2-dioxaborolan-2-yl)benzene). Reagents/catalysts: C=1C=CC(=CC1)[P](C=2C=CC=CC2)(C=3C=CC=CC3)[Pd]([P](C=4C=CC=CC4)(C=5C=CC=CC5)C=6C=CC=CC6)([P](C=7C=CC=CC7)(C=8C=CC=CC8)C=9C=CC=CC9)[P](C=1C=CC=CC1)(C=1C=CC=CC1)C=1C=CC=CC1 (Pd(PPh3)4), C([O-])([O-])=O.[Ag+2] (silver carbonate). The solvent is C1CCOC1 (THF). Conditions: temperature 80 celsius. Product: CC1(OB(OC1(C)C)C1=CC=C(C=C1)C1=CC=C(C=C1)CS(=O)(=O)C)C (4,4,5,5-tetramethyl-2-(4′-((methylsulfonyl)methyl)-[1,1′-biphenyl]-4-yl)-1,3,2-dioxaborolane). As a reaction SMILES: Br[C:2]1[CH:7]=[CH:6][C:5]([CH2:8][S:9]([CH3:12])(=[O:11])=[O:10])=[CH:4][CH:3]=1.[CH3:13][C:14]1([CH3:36])[C:18]([CH3:20])([CH3:19])[O:17][B:16]([C:21]2[CH:26]=[CH:25][C:24](B3OC(C)(C)C(C)(C)O3)=[CH:23][CH:22]=2)[O:15]1>C1COCC1.C(=O)([O-])[O-].[Ag+2].C1C=CC([P]([Pd]([P](C2C=CC=CC=2)(C2C=CC=CC=2)C2C=CC=CC=2)([P](C2C=CC=CC=2)(C2C=CC=CC=2)C2C=CC=CC=2)[P](C2C=CC=CC=2)(C2C=CC=CC=2)C2C=CC=CC=2)(C2C=CC=CC=2)C2C=CC=CC=2)=CC=1>[CH3:19][C:18]1([CH3:20])[C:14]([CH3:13])([CH3:36])[O:15][B:16]([C:21]2[CH:26]=[CH:25][C:24]([C:2]3[CH:7]=[CH:6][C:5]([CH2:8][S:9]([CH3:12])(=[O:11])=[O:10])=[CH:4][CH:3]=3)=[CH:23][CH:22]=2)[O:17]1 |f:3.4,^1:50,52,71,90|. Procedure: 1-bromo-4-((methylsulfonyl)methyl)benzene (1.5 g, 6.02 mmol), 1,4-bis(4,4,5,5-tetramethyl-1,3,2-dioxaborolan-2-yl)benzene (4.97 g, 15.05 mmol), and silver carbonate (1.826 g, 6.62 mmol) were dissolved in THF (60.2 ml) and sparged with N2 for 15 min. Then Pd(PPh3)4 (0.348 g, 0.301 mmol) was added and the reaction was heated to 80° C. overnight. The reaction was then cooled to rt, filtered through Celite™ and concentrated in vacuo. The resulting residue was purified by column chromatography on a B... Reactants: COC=1C=C2CCNCC2=CC1OC ((±)-6,7-dimethoxy-1,2,3,4-tetrahydroisoquinoline), ON1N=NC2=C1C=CC=C2 (1-hydroxybenztriazole), C(C)(C)(C)OC(=O)N1CC(C(=O)O)CCC1 (N-(tert-butyloxycarbonyl)nipecotic acid), Cl.C(C)N=C=NCCCN(C)C (1-ethyl-3-[3-(dimethylamino)propyl]carbodiimide hydrochloride). The solvent is ClCCl (dichloromethane). Product: COC=1C=C2CCN(CC2=CC1OC)C(=O)C1CN(CCC1)C(=O)OC(C)(C)C ((±)-6,7-dimethoxy-2-{[1-(tert-butyloxycarbonyl)-3-piperidyl]carbonyl}-1,2,3,4-tetrahydroisoquinoline). Yield: 71.2%. RXN SMILES: [CH3:1][O:2][C:3]1[CH:4]=[C:5]2[C:10](=[CH:11][C:12]=1[O:13][CH3:14])[CH2:9][NH:8][CH2:7][CH2:6]2.[C:15]([O:19][C:20]([N:22]1[CH2:30][CH2:29][CH2:28][CH:24]([C:25](O)=[O:26])[CH2:23]1)=[O:21])([CH3:18])([CH3:17])[CH3:16].Cl.C(N=C=NCCCN(C)C)C.ON1C2C=CC=CC=2N=N1>ClCCl>[CH3:1][O:2][C:3]1[CH:4]=[C:5]2[C:10](=[CH:11][C:12]=1[O:13][CH3:14])[CH2:9][N:8]([C:25]([CH:24]1[CH2:28][CH2:29][CH2:30][N:22]([C:20]([O:19][C:15]([CH3:18])([CH3:17])[CH3:16])=[O:21])[CH2:23]1)=[O:26])[CH2:7][CH2:6]2 |f:2.3|. Reported procedure: A conventional amidation reaction was carried out using a dichloromethane solution (40 ml) of 2.53 g of (±)-6,7-dimethoxy-1,2,3,4-tetrahydroisoquinoline, 3.0 g of N-(tert-butyloxycarbonyl)nipecotic acid, 3.0 g of 1-ethyl-3-[3-(dimethylamino)propyl]carbodiimide hydrochloride and 0.89 g of 1-hydroxybenztriazole to give 3.77 g of (±)-6,7-dimethoxy-2-{[1-(tert-butyloxycarbonyl)-3-piperidyl]carbonyl}-1,2,3,4-tetrahydroisoquinoline. Deprotection of 3.77 g of (±)-6,7-dimethoxy-2-{[1-(tert-butyloxycarbo...